describe an organic reaction: reactants, conditions, products, and yield From a dataset of the Open Reaction Database (ORD), a public repository of structured organic reaction records. Starting materials: ClC=1C=C2C(C(NC2=CC1F)=O)(CC)CCCCCl (5-chloro-3-(4-chlorobutyl)-3-ethyl-6-fluoro-1,3-dihydro-2H-indol-2-one), ClC1=CC=C(C=C1)N1CCNCC1 (1-(4-chlorophenyl)-piperazine). The product is ClC=1C=C2C(C(NC2=CC1F)=O)(CC)CCCCN1CCN(CC1)C1=CC=C(C=C1)Cl (5-chloro-3-{4-[4-(4-chlorophenyl)-piperazin-1-yl]-butyl}-3-ethyl-6-fluoro-1,3-dihydro-2H-indol-2-one). Reaction SMILES: [Cl:1][C:2]1[CH:3]=[C:4]2[C:8](=[CH:9][C:10]=1[F:11])[NH:7][C:6](=[O:12])[C:5]2([CH2:15][CH2:16][CH2:17][CH2:18]Cl)[CH2:13][CH3:14].[Cl:20][C:21]1[CH:26]=[CH:25][C:24]([N:27]2[CH2:32][CH2:31][NH:30][CH2:29][CH2:28]2)=[CH:23][CH:22]=1>>[Cl:1][C:2]1[CH:3]=[C:4]2[C:8](=[CH:9][C:10]=1[F:11])[NH:7][C:6](=[O:12])[C:5]2([CH2:15][CH2:16][CH2:17][CH2:18][N:30]1[CH2:29][CH2:28][N:27]([C:24]2[CH:23]=[CH:22][C:21]([Cl:20])=[CH:26][CH:25]=2)[CH2:32][CH2:31]1)[CH2:13][CH3:14]. Procedure details: The title compound is prepared according to process H by applying processing method 2 from 5-chloro-3-(4-chlorobutyl)-3-ethyl-6-fluoro-1,3-dihydro-2H-indol-2-one and 1-(4-chlorophenyl)-piperazine. Reactants: O=C([O-])[O-], CN(C)C=O, Cc1c([N+](=O)[O-])ccc(F)c1C(=O)O, CI, [K+], [K+], O. Yields the product COC(=O)c1c(F)ccc([N+](=O)[O-])c1C. Reaction SMILES: [C:15](=[O:16])([O-:17])[O-:18].[CH3:24][N:25]([CH3:26])[CH:27]=[O:28].[F:1][c:2]1[cH:3][cH:4][c:5]([N+:12](=[O:13])[O-:14])[c:6]([CH3:11])[c:7]1[C:8](=[O:9])[OH:10].[I:21][CH3:22].[K+:19].[K+:20].[OH2:23]>>[F:1][c:2]1[cH:3][cH:4][c:5]([N+:12](=[O:13])[O-:14])[c:6]([CH3:11])[c:7]1[C:8](=[O:9])[O:10][CH3:15]. RXN SMILES: [C:29]([O:30][CH2:31][CH3:32])(=[O:33])[CH3:34].[CH2:1]([CH2:2][CH2:3][CH2:4][CH2:5][CH3:6])[c:7]1[c:8]([CH:21]=[O:22])[cH:9][c:10]2[c:15]([cH:16]1)[C:14]([CH3:17])([CH3:18])[CH2:13][CH2:12][C:11]2([CH3:19])[CH3:20].[CH2:35]1[O:36][CH2:37][CH2:38][CH2:39]1.[CH3:23][CH2:24][CH2:25][CH2:26][CH2:27][CH3:28]>>[CH2:1]([CH2:2][CH2:3][CH2:4][CH2:5][CH3:6])[c:7]1[c:8]([CH2:21][OH:22])[cH:9][c:10]2[c:15]([cH:16]1)[C:14]([CH3:17])([CH3:18])[CH2:13][CH2:12][C:11]2([CH3:19])[CH3:20]. The product is CCCCCCc1cc2c(cc1CO)C(C)(C)CCC2(C)C. The reactants are CCOC(C)=O, CCCCCCc1cc2c(cc1C=O)C(C)(C)CCC2(C)C, C1CCOC1, CCCCCC. Starting materials: C=CCN, C[O-], CO, C=CN(C=O)CCC(=O)OCC, [Na+]. Product: C=CCNC(=O)CCN(C=C)C=O. As a reaction SMILES: [CH2:13]([CH:14]=[CH2:15])[NH2:16].[CH3:17][O-:18].[CH3:20][OH:21].[CH:1](=[CH2:2])[N:3]([CH:4]=[O:5])[CH2:6][CH2:7][C:8]([O:10][CH2:9][CH3:11])=[O:12].[Na+:19]>>[CH:1](=[CH2:2])[N:3]([CH:4]=[O:5])[CH2:6][CH2:7][C:8](=[O:10])[NH:16][CH2:13][CH:14]=[CH2:15]. The reactants are CC(C)C1=C(C(=CC=C1)C(C)C)CC(=O)C=1C(=C(C(=CC1)C(C)C)OS(N)(=O)=O)C(C)C (Sulfamic acid[[2,6-bis(1-methylethyl)phenyl]-acetyl]-2,6-bis(1-methylethyl)phenyl ester), C(C)(C)C1=C(C(=CC=C1)C(C)C)CC(=O)O (2,6-diisopropylphenylacetic acid), FC(C1=C(C=CC=C1)CC(=O)O)(F)F (2-trifluoromethylphenylacetic acid). The product is FC(C1=C(C=CC=C1)CC(=O)C=1C(=C(C(=CC1)C(C)C)OS(N)(=O)=O)C(C)C)(F)F (sulfamic acid[2-trifluoromethylphenyl-(acetyl)]-2,6-bis(1-methylethyl)phenyl ester). Reaction SMILES: CC(C1C=CC=C(C(C)C)C=1CC([C:16]1[C:17]([CH:30]([CH3:32])[CH3:31])=[C:18]([O:25][S:26](=[O:29])(=[O:28])[NH2:27])[C:19]([CH:22]([CH3:24])[CH3:23])=[CH:20][CH:21]=1)=O)C.C(C1C=CC=C(C(C)C)C=1CC(O)=O)(C)C.[F:49][C:50]([F:62])([F:61])[C:51]1[CH:56]=[CH:55][CH:54]=[CH:53][C:52]=1[CH2:57][C:58]([OH:60])=O>>[F:61][C:50]([F:49])([F:62])[C:51]1[CH:56]=[CH:55][CH:54]=[CH:53][C:52]=1[CH2:57][C:58]([C:16]1[C:17]([CH:30]([CH3:32])[CH3:31])=[C:18]([O:25][S:26](=[O:28])(=[O:29])[NH2:27])[C:19]([CH:22]([CH3:24])[CH3:23])=[CH:20][CH:21]=1)=[O:60]. Reported procedure: This compound was prepared in the same manner as for the title compound of Example 1, except that 2,6-diisopropylphenylacetic acid was replaced with 2-trifluoromethylphenylacetic acid, mp 144°-149° C. Starting materials: P(=O)([O-])([O-])[O-].[Na+].[Na+].[Na+] (sodium phosphate), [OH-].[Na+] (NaOH), ester, [OH-].[Na+] (NaOH), C(C)OC(=O)[C@]1([C@H](C1)C=C)NC(=O)OC(C)(C)C ((1S,2R)N-Boc-1-amino-2-vinylcyclopropane carboxylic acid ethyl ester), [OH-].[Na+] (NaOH), ester. The solvent is O (water), O (water), CS(=O)C (DMSO). Run at temperature 39 celsius, time 24.5 hour. The product is C(C)OC(=O)[C@@]1([C@@H](C1)C=C)NC(=O)OC(C)(C)C ((1R,2S)N-Boc-1-amino-2-vinylcyclopropane carboxylic acid ethyl ester). Reaction SMILES: P([O-])([O-])([O-])=O.[Na+].[Na+].[Na+].[OH-].[Na+].[CH2:11]([O:13][C:14]([C@:16]1([NH:21][C:22]([O:24][C:25]([CH3:28])([CH3:27])[CH3:26])=[O:23])[CH2:18][C@@H:17]1[CH:19]=[CH2:20])=[O:15])[CH3:12]>O.CS(C)=O>[CH2:11]([O:13][C:14]([C@@:16]1([NH:21][C:22]([O:24][C:25]([CH3:26])([CH3:28])[CH3:27])=[O:23])[CH2:18][C@H:17]1[CH:19]=[CH2:20])=[O:15])[CH3:12] |f:0.1.2.3,4.5|. Procedure: To an aqueous solution of sodium phosphate buffer (0.1M, 4.25 L, pH 8) housed in a 12 Liter jacked reactor, maintained at 39° C., and stirred at 300 rpm, was added 511 grams of Alcalase 2.4 L (about 425 mL) (Novozymes North America Inc.). When the temperature of the mixture reached 39° C., the pH was adjusted to 8.0 by the addition of 50% NaOH in water. A solution of (1R,2S)/(1S,2R)N-Boc-1-amino-2-vinylcyclopropane carboxylic acid ethyl ester (85 g) in 850 mL of DMSO was then added over a period...